Task: describe an organic reaction: reactants, conditions, products, and yield. Dataset: the Open Reaction Database (ORD), a public repository of structured organic reaction records Starting materials: Cc1c[nH]c2ncccc12, CO, ClCCl, O=C(OO)c1cccc(Cl)c1. Product: Cc1c[nH]c2c1ccc[n+]2[O-]. As a reaction SMILES: [CH3:1][c:2]1[cH:3][nH:4][c:5]2[n:6][cH:7][cH:8][cH:9][c:10]12.[CH3:22][OH:23].[Cl:24][CH2:25][Cl:26].[OH:11][O:12][C:13]([c:14]1[cH:15][c:16]([Cl:17])[cH:18][cH:19][cH:20]1)=[O:21]>>[CH3:1][c:2]1[cH:3][nH:4][c:5]2[n+:6]([O-:11])[cH:7][cH:8][cH:9][c:10]12. The reactants are CC1(C)OB(c2cccc(NC(=O)C3CCOCC3)c2)OC1(C)C, [K+], [K+], [K+], CC(C)(C)OC(=O)NC1(c2ccc(-n3c(-c4cccnc4N)nc4ccc(Cl)nc43)cc2)CCC1, C1COCCO1, O, O=P([O-])([O-])[O-]. Yields the product CC(C)(C)OC(=O)NC1(c2ccc(-n3c(-c4cccnc4N)nc4ccc(-c5cccc(NC(=O)C6CCOCC6)c5)nc43)cc2)CCC1. Reaction SMILES: [CH3:36][C:37]1([CH3:38])[C:39]([CH3:40])([CH3:41])[O:42][B:43]([c:44]2[cH:45][c:46]([NH:50][C:51](=[O:52])[CH:53]3[CH2:54][CH2:55][O:56][CH2:57][CH2:58]3)[cH:47][cH:48][cH:49]2)[O:59]1.[K+:65].[K+:66].[K+:67].[NH2:1][c:2]1[n:3][cH:4][cH:5][cH:6][c:7]1-[c:8]1[n:9][c:10]2[c:11]([n:12][c:13]([Cl:16])[cH:14][cH:15]2)[n:17]1-[c:18]1[cH:19][cH:20][c:21]([C:24]2([NH:28][C:29]([O:30][C:31]([CH3:32])([CH3:33])[CH3:34])=[O:35])[CH2:25][CH2:26][CH2:27]2)[cH:22][cH:23]1.[O:68]1[CH2:69][CH2:70][O:71][CH2:72][CH2:73]1.[OH2:74].[P:60]([O-:61])([O-:62])([O-:63])=[O:64]>>[NH2:1][c:2]1[n:3][cH:4][cH:5][cH:6][c:7]1-[c:8]1[n:9][c:10]2[c:11]([n:12][c:13](-[c:44]3[cH:45][c:46]([NH:50][C:51](=[O:52])[CH:53]4[CH2:54][CH2:55][O:56][CH2:57][CH2:58]4)[cH:47][cH:48][cH:49]3)[cH:14][cH:15]2)[n:17]1-[c:18]1[cH:19][cH:20][c:21]([C:24]2([NH:28][C:29]([O:30][C:31]([CH3:32])([CH3:33])[CH3:34])=[O:35])[CH2:25][CH2:26][CH2:27]2)[cH:22][cH:23]1. Procedure details: To a solution of ethyl(RS)-1-(3-methoxyphenyl)-3-(3,4-methylenedioxyphenyl)indene-2-carboxylate (45 mg, 0.11 mmol) in EtOH (3 ml) was added 10% palladium on activated carbon (45 mg). The resulting suspension was shaken on a Parr hydrogenator at 50 psi H2 overnight, then was filtered through a pad of Celite. The filtrate was concentrated under reduced pressure to afford the title compound (43 mg, 94%), which was used without further purification. Solvent: CCO (EtOH). Reaction conditions: time 8 hour. The product is COC=1C=C(C=CC1)C1C(C(C2=CC=CC=C12)C1=CC2=C(C=C1)OCO2)C(=O)OCC (Ethyl(1RS,2RS,3SR)-1-(3-Methoxyphenyl)-3-(3,4-methylenedioxyphenyl)indane-2-carboxylate). Yield: 93.9%. The reagents and catalysts are [Pd] (palladium on activated carbon). As a reaction SMILES: [CH3:1][O:2][C:3]1[CH:4]=[C:5]([CH:9]2[C:17]3[C:12](=[CH:13][CH:14]=[CH:15][CH:16]=3)[C:11]([C:18]3[CH:23]=[CH:22][C:21]4[O:24][CH2:25][O:26][C:20]=4[CH:19]=3)=[C:10]2[C:27]([O:29][CH2:30][CH3:31])=[O:28])[CH:6]=[CH:7][CH:8]=1>CCO.[Pd]>[CH3:1][O:2][C:3]1[CH:4]=[C:5]([CH:9]2[C:17]3[C:12](=[CH:13][CH:14]=[CH:15][CH:16]=3)[CH:11]([C:18]3[CH:23]=[CH:22][C:21]4[O:24][CH2:25][O:26][C:20]=4[CH:19]=3)[CH:10]2[C:27]([O:29][CH2:30][CH3:31])=[O:28])[CH:6]=[CH:7][CH:8]=1. Reactants: COC=1C=C(C=CC1)C1C(=C(C2=CC=CC=C12)C1=CC2=C(C=C1)OCO2)C(=O)OCC (ethyl(RS)-1-(3-methoxyphenyl)-3-(3,4-methylenedioxyphenyl)indene-2-carboxylate). Starting materials: C=1(C(=CC=CC1)C)C (xylene), resin, OC(C(=O)O)(C)C (α-hydroxy isobutyric acid), C1=CC=C(C=C1)NC2=CC=C(C=C2)N (p-aminodiphenylamine). Reagents/catalysts: C1(=CC=C(C=C1)S(=O)(=O)O)C (p-toluene sulfonic acid). The solvent is O (water), O (H2O). Yields the product N(C1=CC=CC=C1)C1=CC=C(C=C1)NC(C(C)(C)O)=O (N-(4-anilinophenyl)-2-hydroxyisobutyramide). Isolated yield 772.4%. As a reaction SMILES: [OH:1][C:2]([CH3:7])([CH3:6])[C:3](O)=[O:4].[CH:8]1[CH:13]=[CH:12][C:11]([NH:14][C:15]2[CH:20]=[CH:19][C:18]([NH2:21])=[CH:17][CH:16]=2)=[CH:10][CH:9]=1.C1(C)C(C)=CC=CC=1>C1(C)C=CC(S(O)(=O)=O)=CC=1.O>[NH:14]([C:15]1[CH:16]=[CH:17][C:18]([NH:21][C:3](=[O:4])[C:2]([OH:1])([CH3:7])[CH3:6])=[CH:19][CH:20]=1)[C:11]1[CH:12]=[CH:13][CH:8]=[CH:9][CH:10]=1. Procedure details: A 500 milliliter resin pot was charged with 52 grams (0.05 moles) of α-hydroxy isobutyric acid from Example 1, 77.3 grams (0.42 moles) p-aminodiphenylamine, 1 gram p-toluene sulfonic acid and 140 mls. of xylene under a nitrogen blanket. A Dean-Stark water separator and a condenser was attached to the resin pot and the mixture was heated to vigorous reflux with H2O being removed as it was formed. After 3 hours of reflux the heat was removed and the product was allowed to crystallize in the resin ... Reactants: ice water, NC=1SC(=C(C1C(C1=CC(=C(C=C1)OC)OC)=O)C)C (2-amino-3-(3,4-dimethoxybenzoyl)-4,5-dimethylthiophene), ClCC#N (chloroacetonitrile), [Cl-].[Al+3].[Cl-].[Cl-] (aluminum chloride). Conditions: temperature 100 celsius, time 2.5 hour. Yields the product ClCC=1N=C(C2=C(N1)SC(=C2C)C)C2=CC(=C(C=C2)OC)OC (2-chloromethyl-4-(3,4-dimethoxyphenyl)-5,6-dimethylthieno[2,3-d]pyrimidine). Yield: 44.0%. Reaction SMILES: [NH2:1][C:2]1[S:3][C:4]([CH3:20])=[C:5]([CH3:19])[C:6]=1[C:7](=O)[C:8]1[CH:13]=[CH:12][C:11]([O:14][CH3:15])=[C:10]([O:16][CH3:17])[CH:9]=1.[Cl:21][CH2:22][C:23]#[N:24].[Cl-].[Al+3].[Cl-].[Cl-]>>[Cl:21][CH2:22][C:23]1[N:24]=[C:7]([C:8]2[CH:13]=[CH:12][C:11]([O:14][CH3:15])=[C:10]([O:16][CH3:17])[CH:9]=2)[C:6]2[C:5]([CH3:19])=[C:4]([CH3:20])[S:3][C:2]=2[N:1]=1 |f:2.3.4.5|. Procedure details: To a mixture of 2-amino-3-(3,4-dimethoxybenzoyl)-4,5-dimethylthiophene (3.0 g) and chloroacetonitrile (11 g) was added, in limited amounts, powdered aluminum chloride (2.75 g). The mixture was stirred for 2.5 hours at 100° C. The reaction mixture was poured into ice-water, which was subjected to extraction with chloroform. The chloroform layer was washed with a saturated aqueous solution of sodium hydrogencarbonate and water, which was dried (MgSO4). Chloroform was distilled off, and the residue...